Dataset: the Open Reaction Database (ORD), a public repository of structured organic reaction records. Task: describe an organic reaction: reactants, conditions, products, and yield Reaction SMILES: [CH2:1]([O:3][CH:4]([O:18][CH2:19][CH3:20])[CH2:5][NH:6][C:7]1[C:16]2[C:11](=[CH:12][CH:13]=[CH:14][CH:15]=2)[N:10]=[CH:9][C:8]=1[NH2:17])[CH3:2].[C:21](OC)(OC)(OC)[CH2:22][CH2:23][CH3:24]>>[CH2:1]([O:3][CH:4]([O:18][CH2:19][CH3:20])[CH2:5][N:6]1[C:7]2[C:16]3[CH:15]=[CH:14][CH:13]=[CH:12][C:11]=3[N:10]=[CH:9][C:8]=2[N:17]=[C:21]1[CH2:22][CH2:23][CH3:24])[CH3:2]. Yields the product C(C)OC(CN1C(=NC=2C=NC=3C=CC=CC3C21)CCC)OCC (1-(2,2-diethoxyethyl)-2-propyl-1H-imidazo[4,5-c]quinoline). Reported procedure: The general method described in Step 3 of Example 15 was used to cyclize N4-(2,2-diethoxyethyl)quinoline-3,4-diamine (26.5 g, 96.2 mmol) by reaction with trimethyl orthobutyrate (15.9 g, 107 mmol) to provide 1-(2,2-diethoxyethyl)-2-propyl-1H-imidazo[4,5-c]quinoline (25.4 g) as a dark oil that was used directly in the next step without further purification. Yield: 80.6%. The reactants are C(C)OC(CNC1=C(C=NC2=CC=CC=C12)N)OCC (N4-(2,2-diethoxyethyl)quinoline-3,4-diamine), C(CCC)(OC)(OC)OC (trimethyl orthobutyrate).